From a dataset of the Open Reaction Database (ORD), a public repository of structured organic reaction records. describe an organic reaction: reactants, conditions, products, and yield Reactants: Cl.CN1N=CC(=C1)N(S(=O)(=O)C1=CC2=C(N(C(=N2)CNC2=CC=C(C=C2)C(N)=N)C)C=C1)CCC(=O)OCC (1-methyl-2-[N-(4-amidinophenyl)aminomethyl]benzimidazol-5-yl-sulfonic acid-N-(1-methylpyrazol-4-yl)-N-(2-ethoxycarbonylethyl)amide hydrochloride), [OH-].[Na+] (sodium hydroxide), C23H26N8O4S. The solvent is CO (methanol). The product is CN1N=CC(=C1)N(S(=O)(=O)C1=CC2=C(N(C(=N2)CNC2=CC=C(C=C2)C(N)=N)C)C=C1)CCC(=O)O (1-Methyl-2-[N-(4-amidinophenyl)aminomethyl]benzimidazol-5-yl-sulfonic acid-N-(1-methylpyrazol-4-yl)-N-(2-hydroxycarbonylethyl)amide). The yield is 95.0%. RXN SMILES: Cl.[CH3:2][N:3]1[CH:7]=[C:6]([N:8]([CH2:33][CH2:34][C:35]([O:37]CC)=[O:36])[S:9]([C:12]2[CH:32]=[CH:31][C:15]3[N:16]([CH3:30])[C:17]([CH2:19][NH:20][C:21]4[CH:26]=[CH:25][C:24]([C:27](=[NH:29])[NH2:28])=[CH:23][CH:22]=4)=[N:18][C:14]=3[CH:13]=2)(=[O:11])=[O:10])[CH:5]=[N:4]1.[OH-].[Na+]>CO>[CH3:2][N:3]1[CH:7]=[C:6]([N:8]([CH2:33][CH2:34][C:35]([OH:37])=[O:36])[S:9]([C:12]2[CH:32]=[CH:31][C:15]3[N:16]([CH3:30])[C:17]([CH2:19][NH:20][C:21]4[CH:22]=[CH:23][C:24]([C:27](=[NH:28])[NH2:29])=[CH:25][CH:26]=4)=[N:18][C:14]=3[CH:13]=2)(=[O:11])=[O:10])[CH:5]=[N:4]1 |f:0.1,2.3|. Reported procedure: Prepared analogously to Example 26 from 1-methyl-2-[N-(4-amidinophenyl)aminomethyl]benzimidazol-5-yl-sulfonic acid-N-(1-methylpyrazol-4-yl)-N-(2-ethoxycarbonylethyl)amide hydrochloride and sodium hydroxide solution. Yield: 95% of theory, C23H26N8O4S (510.6); Rf value: 0.53 (Reversed Phase silica gel RP-18, methanol+5% saline solution); EKA mass spectrum: (M+H)+=511; (M+Na)+=533; (M+2Na)++=278.